From a dataset of the Open Reaction Database (ORD), a public repository of structured organic reaction records. describe an organic reaction: reactants, conditions, products, and yield The reactants are N1=CC(=CC=C1)CNC1=C(C=NC(=C1)NC1=CC=C(C=C1)N1CCN(CC1)C(C(F)(F)F)=O)CC(=O)N (4-[(pyridin-3-ylmethyl)amino}-6-({4-[4-(trifluoroacetyl)piperazin-1-yl]phenyl}amino}pyridine-3-carboxyamide), compound. The solvent is CO (methanol), [OH-].[Na+] (sodium hydroxide), O (water), O (water). Run at time 20 minute. Yields the product N1(CCNCC1)C1=CC=C(C=C1)NC1=CC(=C(C=N1)CC(=O)N)NCC=1C=NC=CC1 (6-{(4-(piperazin-1-yl)phenyl]amino}-4-[(pyridin-3-ylmethyl)amino}pyridine-3-carboxyamide). Isolated yield 95.0%. As a reaction SMILES: [N:1]1[CH:6]=[CH:5][CH:4]=[C:3]([CH2:7][NH:8][C:9]2[CH:14]=[C:13]([NH:15][C:16]3[CH:21]=[CH:20][C:19]([N:22]4[CH2:27][CH2:26][N:25](C(=O)C(F)(F)F)[CH2:24][CH2:23]4)=[CH:18][CH:17]=3)[N:12]=[CH:11][C:10]=2[CH2:34][C:35]([NH2:37])=[O:36])[CH:2]=1>CO.[OH-].[Na+].O>[N:22]1([C:19]2[CH:18]=[CH:17][C:16]([NH:15][C:13]3[N:12]=[CH:11][C:10]([CH2:34][C:35]([NH2:37])=[O:36])=[C:9]([NH:8][CH2:7][C:3]4[CH:2]=[N:1][CH:6]=[CH:5][CH:4]=4)[CH:14]=3)=[CH:21][CH:20]=2)[CH2:23][CH2:24][NH:25][CH2:26][CH2:27]1 |f:2.3|. Procedure details: 66 mg of 4-[(pyridin-3-ylmethyl)amino}-6-({4-[4-(trifluoroacetyl)piperazin-1-yl]phenyl}amino}pyridine-3-carboxyamide (the compound of Example 354) was dissolved in 1 mL of methanol, to which 0.5 mL of 1 mol/L sodium hydroxide in water was added at room temperature, and stirred at the same temperature for 20 minutes. To the reaction mixture water was added, extracted with chloroform, and the extract was dried on anhydrous sodium sulfate. The solvent was evaporated, and the residue was purified by... The reactants are COC(COC1=C2C(=C(C(=NC2=C(C=C1)F)OC(F)F)CC1=CC=C(C=C1)F)C)=O ([2-difluoromethoxy-8-fluoro-3-(4-fluorobenzyl)-4-methylquinolin-5-yloxy]acetic acid methyl ester), O1CCCC1 (tetrahydrofuran), CO (methanol), [OH-].[Li+] (lithium hydroxide). Run in O (water). Reaction conditions: time 40 minute. Yields the product FC(OC1=NC2=C(C=CC(=C2C(=C1CC1=CC=C(C=C1)F)C)OCC(=O)O)F)F ([2-difluoromethoxy-8-fluoro-3-(4-fluorobenzyl)-4-methylquinolin-5-yloxy]acetic Acid). Reaction SMILES: C[O:2][C:3](=[O:30])[CH2:4][O:5][C:6]1[CH:15]=[CH:14][C:13]([F:16])=[C:12]2[C:7]=1[C:8]([CH3:29])=[C:9]([CH2:21][C:22]1[CH:27]=[CH:26][C:25]([F:28])=[CH:24][CH:23]=1)[C:10]([O:17][CH:18]([F:20])[F:19])=[N:11]2.O1CCCC1.CO.[OH-].[Li+]>O>[F:20][CH:18]([F:19])[O:17][C:10]1[C:9]([CH2:21][C:22]2[CH:23]=[CH:24][C:25]([F:28])=[CH:26][CH:27]=2)=[C:8]([CH3:29])[C:7]2[C:12](=[C:13]([F:16])[CH:14]=[CH:15][C:6]=2[O:5][CH2:4][C:3]([OH:30])=[O:2])[N:11]=1 |f:3.4|. Procedure: A mixture of [2-difluoromethoxy-8-fluoro-3-(4-fluorobenzyl)-4-methylquinolin-5-yloxy]acetic acid methyl ester (0.20 g), tetrahydrofuran (4.0 mL), methanol (4.0 mL), water (3.0 mL) and lithium hydroxide (0.020 g) was stirred at room temperature for 40 minutes. The mixture was partitioned between ethyl acetate and 1.0 M aqueous hydrochloric acid. The aqueous phase was extracted with ethyl acetate and the combined organic phases were dried over sodium sulfate and the solvent removed under reduced p... Reactants: [Cl-].[Cl-].[Cl-].[Al+3] (aluminum trichloride), [Cl-].[Na+] (sodium chloride), C(C=C)(=O)OC1=CC=C(C=C1)Br (4-bromophenyl acrylate). The solvent is O (water). Run at temperature 100 celsius, time 15 minute. Product: BrC1=C2CCC(C2=C(C=C1)O)=O (4-Bromo-7-hydroxyindan-1-one). Isolated yield 66.4%. As a reaction SMILES: [Cl-].[Cl-].[Cl-].[Al+3].[Cl-].[Na+].C([O:11][C:12]1[CH:17]=[CH:16][C:15]([Br:18])=[CH:14][CH:13]=1)(=O)C=C>O>[Br:18][C:15]1[CH:14]=[CH:13][C:12]([OH:11])=[C:17]2[C:16]=1[CH2:14][CH2:13][C:12]2=[O:11] |f:0.1.2.3,4.5|. Procedure details: To a mixture of aluminum trichloride (120 g) and sodium chloride (40 g) heated to 100° C. was added 4-bromophenyl acrylate (10.5 g, 50.7 mmol), and the mixture was stirred for 15 min. Then, the mixture was heated to 140° C., and the mixture was stirred for 45 min. The mixture was poured into ice-cooled water and extracted with ethyl acetate. The extract was washed with saturated brine and dried over anhydrous sodium sulfate. The solvent was evaporated under reduced pressure, and the residue was ... Procedure: A solution of phosgene (33.6 ml, 20% in toluene) was added to 3-cyclohexyl-2S-hydroxypropionic acid methyl ester (compound (11), 0.7 g, 4.03 mmol) followed by 6 drops of dimethylformamide. The mixture was stirred at ambient temperature for 16 hours then the solvents removed in vacuo. The residue was azeotroped with toluene (3×20 ml), and dissolved in anhydrous dichloromethane (11 ml). The solution was cooled to 0° C. then morpholine (0.86 g, 9.85 mmol) added. The mixture was stirred for 2 hours ... Run in O (water), O1CCOCC1 (dioxane), O (water), O (water). Product: C(=O)(O)C(CC1CCCCC1)OC(=O)N1CCOCC1 (morpholine-4-carboxylic acid 1-carboxy-2-cyclohexylethyl ester), ester. Starting materials: O.[OH-].[Li+] (lithium hydroxide monohydrate), C1(CCCCC1)CC(C(=O)OC)OC(=O)N1CCOCC1 (morpholine-4-carboxylic acid 2-cyclohexyl-1-methoxycarbonylethyl ester). RXN SMILES: O.[OH-].[Li+].[CH:4]1([CH2:10][CH:11]([O:16][C:17]([N:19]2[CH2:24][CH2:23][O:22][CH2:21][CH2:20]2)=[O:18])[C:12]([O:14]C)=[O:13])[CH2:9][CH2:8][CH2:7][CH2:6][CH2:5]1>O.O1CCOCC1>[C:12]([CH:11]([O:16][C:17]([N:19]1[CH2:20][CH2:21][O:22][CH2:23][CH2:24]1)=[O:18])[CH2:10][CH:4]1[CH2:5][CH2:6][CH2:7][CH2:8][CH2:9]1)([OH:14])=[O:13] |f:0.1.2|. Reaction conditions: time 1 hour. Starting materials: C=Cc1cc(Br)cc2c1OC1(CC1)CC2(C)C, CCCCCC, CCOCC, C=[N+]=[N-]. The product is CC1(C)CC2(CC2)Oc2c(C3CC3)cc(Br)cc21. As a reaction SMILES: [Br:1][c:2]1[cH:3][c:4]([CH:16]=[CH2:17])[c:5]2[c:6]([cH:15]1)[C:7]([CH3:13])([CH3:14])[CH2:8][C:9]1([O:10]2)[CH2:11][CH2:12]1.[CH3:21][CH2:22][CH2:23][CH2:24][CH2:25][CH3:26].[CH3:27][CH2:28][O:29][CH2:30][CH3:31].[N+:18](=[N-:19])=[CH2:20]>>[Br:1][c:2]1[cH:3][c:4]([CH:16]2[CH2:17][CH2:20]2)[c:5]2[c:6]([cH:15]1)[C:7]([CH3:13])([CH3:14])[CH2:8][C:9]1([O:10]2)[CH2:11][CH2:12]1. The reactants are COC1=C(C=C2C(=CN(C2=C1)C)C(=O)OC)C(F)(F)F (Methyl 6-methoxy-1-methyl-5-trifluoromethylindole-3-carboxylate). Run in O (water), [OH-].[Na+] (sodium hydroxide), CO (methanol). The product is COC1=C(C=C2C(=CN(C2=C1)C)C(=O)O)C(F)(F)F (6-Methoxy-1-methyl-5-trifluoromethylindole-3-carboxylic acid). Yield: 88.0%. As a reaction SMILES: [CH3:1][O:2][C:3]1[CH:11]=[C:10]2[C:6]([C:7]([C:13]([O:15]C)=[O:14])=[CH:8][N:9]2[CH3:12])=[CH:5][C:4]=1[C:17]([F:20])([F:19])[F:18]>[OH-].[Na+].CO.O>[CH3:1][O:2][C:3]1[CH:11]=[C:10]2[C:6]([C:7]([C:13]([OH:15])=[O:14])=[CH:8][N:9]2[CH3:12])=[CH:5][C:4]=1[C:17]([F:20])([F:18])[F:19] |f:1.2|. Procedure: The trifluoromethylindole ester (D25, 0.67 g, 2.33 mmol) was heated under reflux in a mixture of 10% aqueous sodium hydroxide (5 ml) and methanol (10 ml) for 30 min. The mixture was then diluted with water to dissolve all solid and extracted with dichloromethane. The aqueous phase was acidified with 5M hydrochloric acid and the precipitate was filtered off and dried to give the title compound (0.56 g, 88%), mp. >247° C. (decomp.)